Dataset: the Open Reaction Database (ORD), a public repository of structured organic reaction records. Task: describe an organic reaction: reactants, conditions, products, and yield The reactants are CC(NC(=O)C(Cc1ccccc1)NC(=O)OCc1ccccc1)C(=O)O, Cc1cc(C)c(C(=O)OCC(=O)COC(=O)c2c(C)cc(C)cc2C)c(C)c1, CCO, Cl, [H][H]. The product is Cc1cc(C)c(C(=O)OCC(=O)COC(=O)c2c(C)cc(C)cc2C)c(C)c1, Cl, CC(NC(=O)C(N)Cc1ccccc1)C(=O)O. As a reaction SMILES: [C:29]([O:30][CH2:31][c:32]1[cH:33][cH:34][cH:35][cH:36][cH:37]1)(=[O:38])[NH:39][CH:40]([CH2:41][c:42]1[cH:43][cH:44][cH:45][cH:46][cH:47]1)[C:48](=[O:49])[NH:50][CH:51]([CH3:52])[C:53](=[O:54])[OH:55].[CH3:1][c:2]1[c:3]([C:4](=[O:5])[O:6][CH2:7][C:8](=[O:9])[CH2:10][O:11][C:12]([c:13]2[c:14]([CH3:21])[cH:15][c:16]([CH3:20])[cH:17][c:18]2[CH3:19])=[O:22])[c:23]([CH3:28])[cH:24][c:25]([CH3:27])[cH:26]1.[CH3:56][CH2:57][OH:58].[ClH:59].[H:60][H:61]>>[CH3:1][c:2]1[c:3]([C:4](=[O:5])[O:6][CH2:7][C:8](=[O:9])[CH2:10][O:11][C:12]([c:13]2[c:14]([CH3:21])[cH:15][c:16]([CH3:20])[cH:17][c:18]2[CH3:19])=[O:22])[c:23]([CH3:28])[cH:24][c:25]([CH3:27])[cH:26]1.[ClH:59].[NH2:39][CH:40]([CH2:41][c:42]1[cH:43][cH:44][cH:45][cH:46][cH:47]1)[C:48](=[O:49])[NH:50][CH:51]([CH3:52])[C:53](=[O:54])[OH:55]. Reactants: CCC1=CC(O[Si](C)(C)C(C)(C)C)CC1(C)OCOC, CC[SiH](CC)CC, CC[Al+2], CCCCCC, [Cl-], [Cl-], ClCCl, O=C(O)CC(O)(CC(=O)O)C(=O)O. Yields the product CCC1=C(C)CC(O[Si](C)(C)C(C)(C)C)C1. Reaction SMILES: [C:1]([CH3:2])([CH3:3])([CH3:4])[Si:5]([CH3:6])([CH3:7])[O:8][CH:9]1[CH:10]=[C:11]([CH2:19][CH3:20])[C:12]([O:14][CH2:15][O:16][CH3:17])([CH3:18])[CH2:13]1.[CH2:21]([SiH:22]([CH2:23][CH3:24])[CH2:25][CH3:26])[CH3:27].[CH2:30]([Al+2:31])[CH3:32].[CH3:46][CH2:47][CH2:48][CH2:49][CH2:50][CH3:51].[Cl-:28].[Cl-:29].[Cl:52][CH2:53][Cl:54].[OH:33][C:34]([CH2:35][C:36]([C:37](=[O:38])[OH:39])([CH2:40][C:41](=[O:42])[OH:43])[OH:44])=[O:45]>>[C:1]([CH3:2])([CH3:3])([CH3:4])[Si:5]([CH3:6])([CH3:7])[O:8][CH:9]1[CH2:10][C:11]([CH2:19][CH3:20])=[C:12]([CH3:18])[CH2:13]1. The reactants are CCOC(=O)CCC(N)C(=O)OCC, CN(C)C=O, C(=NC1CCCCC1)=NC1CCCCC1, Nc1nc2ccc3ccc(NS(=O)(=O)c4ccc(C(=O)O)cc4)cc3c2c(=O)[nH]1, O, On1nnc2ccccc21. Product: CCOC(=O)CCC(NC(=O)c1ccc(S(=O)(=O)Nc2ccc3ccc4nc(N)[nH]c(=O)c4c3c2)cc1)C(=O)OCC. RXN SMILES: [CH2:1]([CH3:2])[O:3][C:4]([CH:5]([NH2:6])[CH2:7][CH2:8][C:9](=[O:10])[O:11][CH2:12][CH3:13])=[O:14].[CH3:70][N:71]([CH3:72])[CH:73]=[O:74].[CH:55]1([N:56]=[C:57]=[N:58][CH:59]2[CH2:60][CH2:61][CH2:62][CH2:63][CH2:64]2)[CH2:65][CH2:66][CH2:67][CH2:68][CH2:69]1.[NH2:15][c:16]1[n:17][c:18]2[cH:19][cH:20][c:21]3[c:22]([c:23]2[c:24](=[O:26])[nH:25]1)[cH:27][c:28]([NH:31][S:32](=[O:33])(=[O:34])[c:35]1[cH:36][cH:37][c:38]([C:39](=[O:40])[OH:41])[cH:42][cH:43]1)[cH:29][cH:30]3.[OH2:44].[OH:45][n:46]1[c:47]2[cH:48][cH:49][cH:50][cH:51][c:52]2[n:53][n:54]1>>[CH2:1]([CH3:2])[O:3][C:4]([CH:5]([NH:6][C:39]([c:38]1[cH:37][cH:36][c:35]([S:32]([NH:31][c:28]2[cH:27][c:22]3[c:21]([cH:20][cH:19][c:18]4[n:17][c:16]([NH2:15])[nH:25][c:24](=[O:26])[c:23]43)[cH:30][cH:29]2)(=[O:33])=[O:34])[cH:43][cH:42]1)=[O:40])[CH2:7][CH2:8][C:9](=[O:10])[O:11][CH2:12][CH3:13])=[O:14]. The reactants are P(OCC)(OCC)OCC (Triethyl phosphite), COC(C1=CC(=CC(=C1)[N+](=O)[O-])OC)OC (3-Methoxy-5-nitro-benzaldehyde Dimethyl Acetal), B(F)(F)F.CCOCC (boron trifluoride etherate), ClC1=C(C=C(C=C1)O)C(=C1C2CC3CC(CC1C3)C2)OC (Chloro-5-hydroxy-1-(methoxytricyclo[3.3.1.13,7]-dec-2-ylidene-methyl)benzene). The product is COC(P(OCC)(=O)OCC)C1=CC(=CC(=C1)[N+](=O)[O-])OC (Diethyl 1-methoxy-1-(3-methoxy-5-nitrophenyl)methane Phosphonate). The yield is 86.8%. As a reaction SMILES: [P:1]([O:8][CH2:9][CH3:10])([O:5]CC)[O:2][CH2:3][CH3:4].[CH3:11][O:12][CH:13](OC)[C:14]1[CH:19]=[C:18]([N+:20]([O-:22])=[O:21])[CH:17]=[C:16]([O:23][CH3:24])[CH:15]=1.B(F)(F)F.CCOCC.ClC1C=CC(O)=CC=1C(OC)=C1C2CC3CC(CC1C3)C2>>[CH3:11][O:12][CH:13]([C:14]1[CH:19]=[C:18]([N+:20]([O-:22])=[O:21])[CH:17]=[C:16]([O:23][CH3:24])[CH:15]=1)[P:1]([O:2][CH2:3][CH3:4])(=[O:5])[O:8][CH2:9][CH3:10] |f:2.3|. Procedure details: Triethyl phosphite (0.98 ml, 5.7 mmol) was added dropwise to a solution of dimethyl acetal 27 (1.08 g, 4.7 mmol), boron trifluoride etherate (1.2 ml, 9.8 mmol) and CH2Cl2 (10) at 0° C. After warming the reaction to room temperature overnight, the solution was partitioned with 3N HCl and the aqueous layer was washed with CH2Cl2 twice. The organic layers were washed with dilute NaHCO3, dried over Na2SO4, decanted and evaporated. The crude residue was purified on a silica gel column, eluting with 0... The reactants are [N+](=O)([O-])C1=C(N=CN1)/C=C/C1=CC=C(C#N)C=C1 ((E)-4-(2-(5-nitro-1H-imidazol-4-yl)vinyl)benzonitrile). Reagents/catalysts: [Pd] (Palladium on carbon). Solvent: CO (methanol). Reaction conditions: time 24 hour. Product: NC1=C(N=CN1)/C=C/C1=CC=C(C#N)C=C1 ((E)-4-(2-(5-Amino-1H-imidazol-4-yl)vinyl)benzonitrile). The yield is 71.3%. RXN SMILES: [N+:1]([C:4]1[NH:8][CH:7]=[N:6][C:5]=1/[CH:9]=[CH:10]/[C:11]1[CH:18]=[CH:17][C:14]([C:15]#[N:16])=[CH:13][CH:12]=1)([O-])=O>[Pd].CO>[NH2:1][C:4]1[NH:8][CH:7]=[N:6][C:5]=1/[CH:9]=[CH:10]/[C:11]1[CH:18]=[CH:17][C:14]([C:15]#[N:16])=[CH:13][CH:12]=1. Procedure details: 5% Palladium on carbon (0.5 g) was added to a solution of (E)-4-(2-(5-nitro-1H-imidazol-4-yl)vinyl)benzonitrile (10 g, 0.04 mol) in methanol (500 mL) and the resulting mixture hydrogenated at atmospheric pressure for 24 hours. The catalyst was removed by filtering through a short bed of Celite™, and the Celite™ washed with 10% MeOH/DCM (200 mL). The filtrate was evaporated to dryness and purified by column chromatography (10% MeOH/DCM) to leave the product as a yellow/brown solid (6 g, 69%). δH ...